Dataset: the Open Reaction Database (ORD), a public repository of structured organic reaction records. Task: describe an organic reaction: reactants, conditions, products, and yield The reactants are CCc1cc(-c2ccc(S(=O)(=O)Cl)s2)c(C)[nH]c1=O, COc1ccc(CN)cc1. Product: CCc1cc(-c2ccc(S(=O)(=O)NCc3ccc(OC)cc3)s2)c(C)[nH]c1=O. Reaction SMILES: [CH2:1]([CH3:2])[c:3]1[cH:4][c:5](-[c:11]2[cH:12][cH:13][c:14]([S:16](=[O:17])(=[O:18])[Cl:19])[s:15]2)[c:6]([CH3:10])[nH:7][c:8]1=[O:9].[CH3:20][O:21][c:22]1[cH:23][cH:24][c:25]([CH2:26][NH2:27])[cH:28][cH:29]1>>[CH2:1]([CH3:2])[c:3]1[cH:4][c:5](-[c:11]2[cH:12][cH:13][c:14]([S:16](=[O:17])(=[O:18])[NH:27][CH2:26][c:25]3[cH:24][cH:23][c:22]([O:21][CH3:20])[cH:29][cH:28]3)[s:15]2)[c:6]([CH3:10])[nH:7][c:8]1=[O:9].